From a dataset of the Open Reaction Database (ORD), a public repository of structured organic reaction records. describe an organic reaction: reactants, conditions, products, and yield Product: ClC=1N=C(NC1CC)C(=O)N[C@@H]1[C@@H](CN(CC1)C=1SC2=C(N1)C=CC=C2C(=O)OCC)NCC2CC2 (Ethyl cis(±)-2-(4-{[(4-chloro-5-ethyl-1H-imidazol-2-yl)carbonyl]amino}-3-[(cyclopropylmethyl)amino]piperidin-1-yl)-1,3-benzothiazole-7-carboxylate). Procedure details: The same operation as in Example (77d) was performed using ethyl cis(±)-2-(3-amino-4-{[(4-chloro-5-ethyl-1H-imidazol-2-yl)carbonyl]amino}piperidin-1-yl)-1,3-benzothiazole-7-carboxylate obtained by the method described in Example (81e) (37 mg, 0.071 mmol), cyclopropanecarbaldehyde (6.5 μL, 0.087 mmol) and sodium (triacetoxy)borohydride (44 mg, 0.21 mmol), to obtain 35.3 mg of the title compound as a white solid (93%). RXN SMILES: [NH2:1][C@H:2]1[C@@H:7]([NH:8][C:9]([C:11]2[NH:12][C:13]([CH2:17][CH3:18])=[C:14]([Cl:16])[N:15]=2)=[O:10])[CH2:6][CH2:5][N:4]([C:19]2[S:20][C:21]3[C:27]([C:28]([O:30][CH2:31][CH3:32])=[O:29])=[CH:26][CH:25]=[CH:24][C:22]=3[N:23]=2)[CH2:3]1.[CH:33]1([CH:36]=O)[CH2:35][CH2:34]1.C(O[BH-](OC(=O)C)OC(=O)C)(=O)C.[Na+]>>[Cl:16][C:14]1[N:15]=[C:11]([C:9]([NH:8][C@H:7]2[CH2:6][CH2:5][N:4]([C:19]3[S:20][C:21]4[C:27]([C:28]([O:30][CH2:31][CH3:32])=[O:29])=[CH:26][CH:25]=[CH:24][C:22]=4[N:23]=3)[CH2:3][C@H:2]2[NH:1][CH2:36][CH:33]2[CH2:35][CH2:34]2)=[O:10])[NH:12][C:13]=1[CH2:17][CH3:18] |f:2.3|. Isolated yield 93.0%. The reactants are N[C@@H]1CN(CC[C@@H]1NC(=O)C=1NC(=C(N1)Cl)CC)C=1SC2=C(N1)C=CC=C2C(=O)OCC (ethyl cis(±)-2-(3-amino-4-{[(4-chloro-5-ethyl-1H-imidazol-2-yl)carbonyl]amino}piperidin-1-yl)-1,3-benzothiazole-7-carboxylate), C(C)(=O)O[BH-](OC(C)=O)OC(C)=O.[Na+] (sodium (triacetoxy)borohydride), N[C@@H]1CN(CC[C@@H]1NC(=O)C=1NC(=C(N1)Cl)CC)C=1SC2=C(N1)C=CC=C2C(=O)OCC (Ethyl cis(±)-2-(3-amino-4-{[(4-chloro-5-ethyl-1H-imidazol-2-yl)carbonyl]amino}piperidin-1-yl)-1,3-benzothiazole-7-carboxylate), C1(CC1)C=O (cyclopropanecarbaldehyde). Reactants: O=C(O)Cc1cc([N+](=O)[O-])c(OC(=O)OC23CC4CC(CC(C4)C2)C3)c(F)c1F, CCOCC, Cc1ccccc1N. Product: Cc1ccccc1Nc1c(CC(=O)O)cc([N+](=O)[O-])c(OC(=O)OC23CC4CC(CC(C4)C2)C3)c1F. As a reaction SMILES: [C:1]([O:2][C:3]12[CH2:4][CH:5]3[CH2:6][CH:7]([CH2:8][CH:9]([CH2:10]1)[CH2:11]3)[CH2:12]2)([O:13][c:14]1[c:15]([F:28])[c:16]([F:27])[c:17]([CH2:23][C:24](=[O:25])[OH:26])[cH:18][c:19]1[N+:20](=[O:21])[O-:22])=[O:29].[CH3:38][CH2:39][O:40][CH2:41][CH3:42].[NH2:30][c:31]1[c:32]([CH3:37])[cH:33][cH:34][cH:35][cH:36]1>>[C:1]([O:2][C:3]12[CH2:4][CH:5]3[CH2:6][CH:7]([CH2:8][CH:9]([CH2:10]1)[CH2:11]3)[CH2:12]2)([O:13][c:14]1[c:15]([F:28])[c:16]([NH:30][c:31]2[c:32]([CH3:37])[cH:33][cH:34][cH:35][cH:36]2)[c:17]([CH2:23][C:24](=[O:25])[OH:26])[cH:18][c:19]1[N+:20](=[O:21])[O-:22])=[O:29]. Starting materials: OC=C1COC(OC1)C1=CC=CC=C1 (5-hydroxymethylene 2-phenyl 1,3-dioxane), O (Water), CI (CH3I). Solvent: C1CCOC1 (THF), C1CCOC1 (THF). Conditions: temperature 0 celsius, time 30 minute. The product is COC=C1COC(OC1)C1=CC=CC=C1 (5-methoxymethylene 2-phenyl 1,3-dioxane). The yield is 86.0%. Reaction SMILES: [OH:1][CH:2]=[C:3]1[CH2:8][O:7][CH:6]([C:9]2[CH:14]=[CH:13][CH:12]=[CH:11][CH:10]=2)[O:5][CH2:4]1.[CH3:15]I.O>C1COCC1>[CH3:15][O:1][CH:2]=[C:3]1[CH2:4][O:5][CH:6]([C:9]2[CH:14]=[CH:13][CH:12]=[CH:11][CH:10]=2)[O:7][CH2:8]1. Procedure details: To a mixture of HNa (50%, 1.06 gr) in 40 ml of dry THF, stirred at 0° C., a solution of 5.12 gr of 4 in 40 ml THF was added dropwise. After 30 min, CH3I (6.6 ml) was added and the mixture was stirred at 0° C. for 6 hours, then overnight at room temperature. Water was added and the mixture was extracted with diethyl-ether, the organic layer was washed with water until neutral, then with brine, dried and evaporated. The residue was purified on alumina column (eluent CH2Cl2) to yield 4.8 gr of 5 (8...